Dataset: the Open Reaction Database (ORD), a public repository of structured organic reaction records. Task: describe an organic reaction: reactants, conditions, products, and yield Starting materials: O=C(Cl)C1CC1, N#Cc1c(Oc2cccc(NC(=O)C(F)(F)F)c2)ccc2nc(N)sc12, c1ccncc1. Yields the product N#Cc1c(Oc2cccc(NC(=O)C(F)(F)F)c2)ccc2nc(NC(=O)C3CC3)sc12. As a reaction SMILES: [CH:27]1([C:30](=[O:31])[Cl:32])[CH2:28][CH2:29]1.[NH2:1][c:2]1[s:3][c:4]2[c:5]([n:6]1)[cH:7][cH:8][c:9]([O:13][c:14]1[cH:15][c:16]([NH:20][C:21]([C:22]([F:23])([F:24])[F:25])=[O:26])[cH:17][cH:18][cH:19]1)[c:10]2[C:11]#[N:12].[cH:33]1[cH:34][cH:35][n:36][cH:37][cH:38]1>>[NH:1]([c:2]1[s:3][c:4]2[c:5]([n:6]1)[cH:7][cH:8][c:9]([O:13][c:14]1[cH:15][c:16]([NH:20][C:21]([C:22]([F:23])([F:24])[F:25])=[O:26])[cH:17][cH:18][cH:19]1)[c:10]2[C:11]#[N:12])[C:30]([CH:27]1[CH2:28][CH2:29]1)=[O:31]. The reactants are [Li]CCCC, CC[Si](Cl)(CC)CC, C1CCCCC1, C1COCCN1, CCCCCC, [Li]C(C)CC, Cl, C1CCOC1, O=Cc1ccoc1. Product: CC[Si](CC)(CC)c1cc(C=O)co1. Reaction SMILES: [CH2:1]([Li:2])[CH2:3][CH2:4][CH3:5].[CH2:24]([CH3:25])[Si:26]([CH2:27][CH3:28])([CH2:29][CH3:30])[Cl:31].[CH2:44]1[CH2:45][CH2:46][CH2:47][CH2:48][CH2:49]1.[CH2:6]1[NH:7][CH2:8][CH2:9][O:10][CH2:11]1.[CH3:33][CH2:34][CH2:35][CH2:36][CH2:37][CH3:38].[CH:19]([Li:20])([CH2:21][CH3:22])[CH3:23].[ClH:32].[O:39]1[CH2:40][CH2:41][CH2:42][CH2:43]1.[o:12]1[cH:13][c:14]([CH:17]=[O:18])[cH:15][cH:16]1>>[o:12]1[cH:13][c:14]([CH:17]=[O:18])[cH:15][c:16]1[Si:26]([CH2:24][CH3:25])([CH2:27][CH3:28])[CH2:29][CH3:30]. The reactants are CC(=O)Cl, N#Cc1oc2ccccc2c1N, c1ccncc1. Product: CC(=O)Nc1c(C#N)oc2ccccc12. Reaction SMILES: [CH3:13][C:14]([Cl:15])=[O:16].[NH2:1][c:2]1[c:3]([C:11]#[N:12])[o:4][c:5]2[c:6]1[cH:7][cH:8][cH:9][cH:10]2.[cH:17]1[cH:18][cH:19][n:20][cH:21][cH:22]1>>[NH:1]([c:2]1[c:3]([C:11]#[N:12])[o:4][c:5]2[c:6]1[cH:7][cH:8][cH:9][cH:10]2)[C:14]([CH3:13])=[O:16]. Starting materials: C(C)(C)(C)C=1C=C(C=O)C=C(C1O)C(C)(C)C (3,5-di-t-butyl-4-hydroxybenzaldehyde), C1(=CC=CC=C1)CCCNC(CC#N)=O (N-3-phenyl-n-propyl cyanoacetamide). The product is C(C)(C)(C)C=1C=C(C=C(C1O)C(C)(C)C)C=C(C#N)C(=O)NCCCC1=CC=CC=C1 (3-(3,5-di-t-butyl-4-hydroxyphenyl)-2-[(3-phenyl-n-propyl)aminocarbonyl]acrylonitrile). As a reaction SMILES: [C:1]([C:5]1[CH:6]=[C:7]([CH:10]=[C:11]([C:14]([CH3:17])([CH3:16])[CH3:15])[C:12]=1[OH:13])[CH:8]=O)([CH3:4])([CH3:3])[CH3:2].[C:18]1([CH2:24][CH2:25][CH2:26][NH:27][C:28](=[O:32])[CH2:29][C:30]#[N:31])[CH:23]=[CH:22][CH:21]=[CH:20][CH:19]=1>>[C:14]([C:11]1[CH:10]=[C:7]([CH:8]=[C:29]([C:28]([NH:27][CH2:26][CH2:25][CH2:24][C:18]2[CH:23]=[CH:22][CH:21]=[CH:20][CH:19]=2)=[O:32])[C:30]#[N:31])[CH:6]=[C:5]([C:1]([CH3:4])([CH3:3])[CH3:2])[C:12]=1[OH:13])([CH3:17])([CH3:16])[CH3:15]. Procedure: M20 was prepared using 3,5-di-t-butyl-4-hydroxybenzaldehyde and N-3-phenyl-n-propyl cyanoacetamide under the similar conditions as descibed for M21 infra. The product is Cc1ccn(N)c1-c1ccc(Cl)cc1Cl. As a reaction SMILES: [CH3:29][CH2:30][OH:31].[Cl:1][c:2]1[c:3](-[c:9]2[n:10]([N:15]3[C:16](=[O:17])[c:18]4[c:19]([cH:20][cH:21][cH:22][cH:23]4)[C:24]3=[O:25])[cH:11][cH:12][c:13]2[CH3:14])[cH:4][cH:5][c:6]([Cl:8])[cH:7]1.[NH2:27][NH2:28].[OH2:26]>>[Cl:1][c:2]1[c:3](-[c:9]2[n:10]([NH2:15])[cH:11][cH:12][c:13]2[CH3:14])[cH:4][cH:5][c:6]([Cl:8])[cH:7]1. The reactants are CCO, Cc1ccn(N2C(=O)c3ccccc3C2=O)c1-c1ccc(Cl)cc1Cl, NN, O.